describe an organic reaction: reactants, conditions, products, and yield From a dataset of the Open Reaction Database (ORD), a public repository of structured organic reaction records. Reactants: CCO, [H][H], CCCCCCC(C)Oc1ccc(C(=O)OCC)cc1[N+](=O)[O-], O=[Pt]. Yields the product CCCCCCC(C)Oc1ccc(C(=O)OCC)cc1N. RXN SMILES: [CH2:28]([OH:29])[CH3:30].[H:24][H:25].[N+:1]([O-:2])(=[O:3])[c:4]1[cH:5][c:6]([C:7](=[O:8])[O:9][CH2:10][CH3:11])[cH:12][cH:13][c:14]1[O:15][CH:16]([CH3:17])[CH2:18][CH2:19][CH2:20][CH2:21][CH2:22][CH3:23].[Pt:26]=[O:27]>>[NH2:1][c:4]1[cH:5][c:6]([C:7](=[O:8])[O:9][CH2:10][CH3:11])[cH:12][cH:13][c:14]1[O:15][CH:16]([CH3:17])[CH2:18][CH2:19][CH2:20][CH2:21][CH2:22][CH3:23]. Reactants: C(CC=C)OC1=C(C=CC(=C1)[N+](=O)[O-])C1=CC=C(C=C1)[N+](=O)[O-] (2-(3-butenyloxy)-4,4'-dinitrobiphenyl), chloroplatinic acid 2-propanol. Run in C1(=CC=CC=C1)C (toluene). Conditions: time 4 hour. Product: [N+](=O)([O-])C1=CC=C(C=C1)C1=CC=C(C=C1)[N+](=O)[O-] (4,4'-dinitrobiphenyl). The yield is 443.3%. As a reaction SMILES: C(O[C:6]1[CH:11]=[C:10]([N+:12]([O-:14])=[O:13])[CH:9]=[CH:8][C:7]=1[C:15]1[CH:20]=[CH:19][C:18]([N+:21]([O-:23])=[O:22])=[CH:17][CH:16]=1)CC=C>C1(C)C=CC=CC=1>[N+:12]([C:10]1[CH:9]=[CH:8][C:7]([C:15]2[CH:20]=[CH:19][C:18]([N+:21]([O-:23])=[O:22])=[CH:17][CH:16]=2)=[CH:6][CH:11]=1)([O-:14])=[O:13]. Reported procedure: 2.52 g of the 2-(3-butenyloxy)-4,4'-dinitrobiphenyl synthesized in Reference Example 1 was dissolved in 80 mL of dry toluene. To this was first added 100 microliters of a 3% chloroplatinic acid 2-propanol solution, and a solution in 20 mL dry toluene of 7.88 g of hydrogen-terminated polysiloxane (average value of n: 14.4) with the formula ##STR17## was then added dropwise. Heating was continued for 4 hours at 100° C. Purification by column chromatography yielded 8.68 g of the 4,4'-dinitrobipheny... Reactants: [OH-].[Na+] (sodium hydroxide), [Cr](=O)(=O)([O-])Cl.[NH+]1=CC=CC=C1 (pyridinium chlorochromate), ClC1=CC=C(CC=2C(CC(CC2OC)(C)C)=O)C=C1 (2-(4-chlorobenzyl)-3- methoxy-5,5-dimethylcyclohex-2-en-1-one), [H-].[Al+3].[Li+].[H-].[H-].[H-] (lithium aluminum hydride). Run in O (water), C(C)OCC (diethyl ether), C(C)OCC (diethyl ether). Conditions: time 5 minute. The product is ClC1=CC=C(CC=2C(CC(CC2)(C)C)=O)C=C1 (2-(4-chlorobenzyl)-5,5-dimethylcyclohex-2-en-1-one). Isolated yield 90.7%. Reaction SMILES: [Cl:1][C:2]1[CH:19]=[CH:18][C:5]([CH2:6][C:7]2[C:8](=O)[CH2:9][C:10]([CH3:16])([CH3:15])[CH2:11][C:12]=2[O:13]C)=[CH:4][CH:3]=1.[H-].[Al+3].[Li+].[H-].[H-].[H-].[OH-].[Na+].[Cr](Cl)([O-])(=O)=O.[NH+]1C=CC=CC=1>C(OCC)C.O>[Cl:1][C:2]1[CH:3]=[CH:4][C:5]([CH2:6][C:7]2[C:12](=[O:13])[CH2:11][C:10]([CH3:16])([CH3:15])[CH2:9][CH:8]=2)=[CH:18][CH:19]=1 |f:1.2.3.4.5.6,7.8,9.10|. Procedure: 98 g (0.35 mol) of the 2-(4-chlorobenzyl)-3- methoxy-5,5-dimethylcyclohex-2-en-1-one obtained in Example 2 were added to a slurry of 6.65 g (0.175 mol) lithium aluminum hydride in 490 mls diethyl ether at a rate sufficient to maintain reflux and the final reaction mixture refluxed for a further 30 minutes. 5 ml water were then added, followed by 5 ml 15% aqueous sodium hydroxide and a further 15 ml water and the resulting precipitate was filtered off. The filtrate was then shaken in 200 ml 5M hy...